Dataset: the Open Reaction Database (ORD), a public repository of structured organic reaction records. Task: describe an organic reaction: reactants, conditions, products, and yield Starting materials: OC[C@H]1CN(CCN1CC(C)(C=1C=C2C[C@@H](OC(C2=CC1)=O)C)O)C(=O)OC(C)(C)C (tert-butyl (3R)-3-(hydroxymethyl)-4-{2-hydroxy-2-[(3S)-3-methyl-1-oxo-3,4-dihydro-1H-isochromen-6-yl]propyl}piperazine-1-carboxylate), C(#N)C=P(CCCC)(CCCC)CCCC (cyanomethylenetributylphosphorane). Solvent: C1=CC=CC=C1 (benzene). Yields the product C[C@]1(CN2[C@H](CO1)CN(CC2)C(=O)OC(C)(C)C)C=2C=C1C[C@H](OC(C1=CC2)=O)C (tert-butyl (3R,9aS)-3-methyl-3-[(3R)-3-methyl-1-oxo-3,4-dihydro-1H-isochromen-6-yl]hexahydropyrazino[2,1-c][1,4]oxazine-8(1H)-carboxylate). RXN SMILES: O[CH2:2][C@@H:3]1[N:8]([CH2:9][C:10]([OH:24])([C:12]2[CH:13]=[C:14]3[C:19](=[CH:20][CH:21]=2)[C:18](=[O:22])[O:17][C@@H:16]([CH3:23])[CH2:15]3)[CH3:11])[CH2:7][CH2:6][N:5]([C:25]([O:27][C:28]([CH3:31])([CH3:30])[CH3:29])=[O:26])[CH2:4]1.C(C=P(CCCC)(CCCC)CCCC)#N>C1C=CC=CC=1>[CH3:11][C@:10]1([C:12]2[CH:13]=[C:14]3[C:19](=[CH:20][CH:21]=2)[C:18](=[O:22])[O:17][C@H:16]([CH3:23])[CH2:15]3)[O:24][CH2:2][C@@H:3]2[CH2:4][N:5]([C:25]([O:27][C:28]([CH3:31])([CH3:30])[CH3:29])=[O:26])[CH2:6][CH2:7][N:8]2[CH2:9]1. Procedure: A sealed tube containing tert-butyl (3R)-3-(hydroxymethyl)-4-{2-hydroxy-2-[(3S)-3-methyl-1-oxo-3,4-dihydro-1H-isochromen-6-yl]propyl}piperazine-1-carboxylate (175 mg, 0.403 mmol) and cyanomethylenetributylphosphorane (117 mg, 0.483 mmol) dissolved in anhydrous benzene (3 mL) was degassed twice with nitrogen and then heated using a microwave to 135° C. for 2.5 hours. The reaction was allowed to cool and the crude mixture was concentrated and purified on MPLC (30-75% EtOAc/Hex) to afford the minor... Procedure details: 5-Bromo-N-methylpyrazine-2-sulfonamide (147 mg, 0.58 mmol) synthesized in Example (128b) and 3-{5-[(5R)-5-(Hydroxylmethyl)-4,5-dihydro-1,3-oxazol-2-yl]-1H-pyrrol-2-yl}-5-[(1S)-2-methoxy-1-methylethoxy]phenol (262 mg, 0.76 mmol) synthesized in Example (125g) were dissolved in acetonitrile (6 mL), and potassium carbonate (161 mg, 1.17 mmol) was added, followed by stirring for 4 hours under nitrogen atmosphere. Water (20 mL) was added to the reaction solution, and extraction was carried out twice w... The product is OC[C@H]1CN=C(O1)C1=CC=C(N1)C=1C=C(OC=2N=CC(=NC2)S(=O)(=O)NC)C=C(C1)O[C@H](COC)C (5-(3-{5-[(5R)-5-(Hydroxymethyl)-4,5-dihydro-1,3-oxazol-2-yl]-1H-pyrrol-2-yl}-5-[(1S)-2-methoxy-1-methylethoxy]phenoxy)-N-methylpyrazine-2-sulfonamide). Conditions: time 4 hour. The yield is 53.6%. As a reaction SMILES: Br[C:2]1[N:3]=[CH:4][C:5]([S:8]([NH:11][CH3:12])(=[O:10])=[O:9])=[N:6][CH:7]=1.[OH:13][CH2:14][C@@H:15]1[O:19][C:18]([C:20]2[NH:24][C:23]([C:25]3[CH:26]=[C:27]([OH:37])[CH:28]=[C:29]([O:31][C@@H:32]([CH3:36])[CH2:33][O:34][CH3:35])[CH:30]=3)=[CH:22][CH:21]=2)=[N:17][CH2:16]1.C(=O)([O-])[O-].[K+].[K+].O>C(#N)C.C(OCC)(=O)C>[OH:13][CH2:14][C@@H:15]1[O:19][C:18]([C:20]2[NH:24][C:23]([C:25]3[CH:26]=[C:27]([CH:28]=[C:29]([O:31][C@@H:32]([CH3:36])[CH2:33][O:34][CH3:35])[CH:30]=3)[O:37][C:2]3[N:3]=[CH:4][C:5]([S:8]([NH:11][CH3:12])(=[O:10])=[O:9])=[N:6][CH:7]=3)=[CH:22][CH:21]=2)=[N:17][CH2:16]1 |f:2.3.4|. Starting materials: C([O-])([O-])=O.[K+].[K+] (potassium carbonate), O (Water), BrC=1N=CC(=NC1)S(=O)(=O)NC (5-Bromo-N-methylpyrazine-2-sulfonamide), OC[C@H]1CN=C(O1)C1=CC=C(N1)C=1C=C(C=C(C1)O[C@H](COC)C)O (3-{5-[(5R)-5-(Hydroxylmethyl)-4,5-dihydro-1,3-oxazol-2-yl]-1H-pyrrol-2-yl}-5-[(1S)-2-methoxy-1-methylethoxy]phenol). The solvent is C(C)#N (acetonitrile), C(C)(=O)OCC (ethyl acetate). The reactants are CCNCC, Cc1ccccc1, O=CO, O=C1CCN(c2ccc([N+](=O)[O-])cc2)CC1. Yields the product CCN(CC)C1=CCN(c2ccc([N+](=O)[O-])cc2)CC1. As a reaction SMILES: [CH2:17]([CH3:18])[NH:19][CH2:20][CH3:21].[CH3:25][c:26]1[cH:27][cH:28][cH:29][cH:30][cH:31]1.[CH:22]([OH:23])=[O:24].[N+:1](=[O:2])([O-:3])[c:4]1[cH:5][cH:6][c:7]([N:10]2[CH2:11][CH2:12][C:13](=[O:16])[CH2:14][CH2:15]2)[cH:8][cH:9]1>>[N+:1](=[O:2])([O-:3])[c:4]1[cH:5][cH:6][c:7]([N:10]2[CH2:11][CH2:12][C:13]([N:19]([CH2:17][CH3:18])[CH2:20][CH3:21])=[CH:14][CH2:15]2)[cH:8][cH:9]1. Reactants: CO (methanol), BrCC=1C=C(C(=O)OC)C=CC1 (methyl 3-(bromomethyl)benzoate), solution, [H-].C(C(C)C)[Al+]CC(C)C (diisobutylaluminum hydride). Run in C1(=CC=CC=C1)C (toluene), C1(=CC=CC=C1)C (toluene). Conditions: temperature 0 celsius, time 1 hour. The product is crude product, BrCC=1C=C(C=CC1)CO ((3-(bromomethyl)phenyl)methanol). Isolated yield 100.6%. As a reaction SMILES: [Br:1][CH2:2][C:3]1[CH:4]=[C:5]([CH:10]=[CH:11][CH:12]=1)[C:6](OC)=[O:7].[H-].C([Al+]CC(C)C)C(C)C.CO>C1(C)C=CC=CC=1>[Br:1][CH2:2][C:3]1[CH:4]=[C:5]([CH2:6][OH:7])[CH:10]=[CH:11][CH:12]=1 |f:1.2|. Procedure details: Under a nitrogen atmosphere, to a solution of methyl 3-(bromomethyl)benzoate (10.0 g) in toluene (100 mL) was added a 1.5 M solution (100 mL) of diisobutylaluminum hydride in toluene at 0° C., and the mixture was stirred at 0° C. for 1 hr. To the reaction mixture was added methanol at 0° C., and the resulting white precipitate was filtered off. The solvent in the filtrate was evaporated under reduced pressure to give a crude product of the title compound (8.83 g) as a colorless oil. This compoun... Reported procedure: The hypoxanthine analog from Example 3 is reacted with POCl3 at reflux temperature for 50 min to form 7-chloro-1H-1,3-azaphospholo[4,5-d]pyrimidine (compound 14). Reaction of compound 14 with thiourea in boiling ethanol produced the 6-thiopurine analog 1,3-azaphospholo[4,5-d]pyrimidin-7(1H, 6H)-thione (compound 15). Compounds 14 and 15 are prepared as follows: The solvent is C(C)O (ethanol). Reactants: ClC=1C2=C(N=CN1)P=CN2 (7-chloro-1H-1,3-azaphospholo[4,5-d]pyrimidine), NC(=S)N (thiourea). RXN SMILES: Cl[C:2]1[C:3]2[NH:10][CH:9]=PC=2[N:5]=[CH:6][N:7]=1.[NH2:11][C:12](N)=[S:13]>C(O)C>[CH:6]1[NH:7][C:2]2[C:12]([N:11]=[CH:9][NH:10][C:3]=2[N:5]=1)=[S:13]. Product: C1=NC2=C(N1)C(=S)N=CN2 (6-thiopurine). Reactants: CN([C@H]1CN(CC1)C(=O)NC1=NC=CC(=C1)OC=1C=NC(=CC1)[N+](=O)[O-])C ((R)-3-(dimethylamino)-N-(4-((6-nitropyridin-3-yl)oxy)pyridin-2-yl)pyrrolidine-1-carboxamide), [NH4+].[Cl-] (NH4Cl). The reagents and catalysts are [Zn] (zinc). The solvent is CO (MeOH), C1CCOC1 (THF), CCOC(=O)C (EtOAc). Conditions: time 0.5 hour. Product: NC1=CC=C(C=N1)OC1=CC(=NC=C1)NC(=O)N1C[C@@H](CC1)N(C)C ((R)—N-(4-((6-aminopyridin-3-yl)oxy)pyridin-2-yl)-3-(dimethylamino)pyrrolidine-1-carboxamide). Yield: 90.6%. RXN SMILES: [CH3:1][N:2]([CH3:27])[C@@H:3]1[CH2:7][CH2:6][N:5]([C:8]([NH:10][C:11]2[CH:16]=[C:15]([O:17][C:18]3[CH:19]=[N:20][C:21]([N+:24]([O-])=O)=[CH:22][CH:23]=3)[CH:14]=[CH:13][N:12]=2)=[O:9])[CH2:4]1.[NH4+].[Cl-]>CO.C1COCC1.CCOC(C)=O.[Zn]>[NH2:24][C:21]1[N:20]=[CH:19][C:18]([O:17][C:15]2[CH:14]=[CH:13][N:12]=[C:11]([NH:10][C:8]([N:5]3[CH2:6][CH2:7][C@@H:3]([N:2]([CH3:27])[CH3:1])[CH2:4]3)=[O:9])[CH:16]=2)=[CH:23][CH:22]=1 |f:1.2|. Procedure: A solution of (R)-3-(dimethylamino)-N-(4-((6-nitropyridin-3-yl)oxy)pyridin-2-yl)pyrrolidine-1-carboxamide (0.720 g, 1.934 mmol) in MeOH (10 mL) and THF (10 mL) was treated with NH4Cl (3.10 g, 58.0 mmol) followed by zinc dust (1.264 g, 19.34 mmol) and the mixture stirred at RT for 0.5 h. The mixture was diluted with EtOAc, the solids removed via filtration and washed with EtOAc. The filtrate was re-filtered and concentrated to dryness to afford (R)—N-(4-((6-aminopyridin-3-yl)oxy)pyridin-2-yl)-3-(... Starting materials: material, CO (methanol), crude product, CCOCC (ether), ClC1(C2CCC(C2C1=O)CCCCCCC)Cl (6,6-dichloro-2-(hept-1-yl)bicyclo[3.2.0]heptan-7-one), [N+](=[N-])=C (diazomethane), powder. Run in C(C)(=O)O (acetic acid), C(C)(=O)O (acetic acid), C(C)(=O)O (acetic acid). Reaction conditions: temperature 70 celsius. Product: C(CCCCCC)C1C2CC(CC2CC1)=O (2-(hept-1-yl)bicyclo[3.3.0]octan-7-one). As a reaction SMILES: Cl[C:2]1(Cl)[C:8](=[O:9])[CH:7]2[CH:3]1[CH2:4][CH2:5][CH:6]2[CH2:10][CH2:11][CH2:12][CH2:13][CH2:14][CH2:15][CH3:16].[N+](=[CH2:20])=[N-].CO.CCOCC>C(O)(=O)C>[CH2:10]([CH:6]1[CH2:5][CH2:4][CH:3]2[CH:7]1[CH2:20][C:8](=[O:9])[CH2:2]2)[CH2:11][CH2:12][CH2:13][CH2:14][CH2:15][CH3:16]. Reported procedure: The procedure followed is the same as that described in Example 29 substituting the starting material from Example 34, 6,6-dichloro-2-(hept-1-yl)bicyclo[3.2.0]heptan-7-one {7,7-dichloro-4-heptylbicyclo[3.2.0]heptan-6-one} and isomers (14.2 g, 0.051 moles), an etheral diazomethane solution (175 ml), methanol (5 ml), and acetic acid (15 ml). After the acetic acid is added the solvent is removed under vacuum leaving a clear yellow oil. The crude product is then dissolved in acetic acid (100 ml) and... Starting materials: C(C)SC(CCCN1C(C=2C(C1=O)=CC=CC2)=O)(C(F)F)S(=O)CC (N-(4-ethylthio-4-ethylsulfinyl-4-difluoromethylbutyl)-phthalimide), aqueous solution, Cl(=O)(=O)(=O)O (perchloric acid), O (water). The solvent is C(C)#N (acetonitrile). Run at temperature 0 celsius, time 2 hour. Yields the product C1(C=2C(C(N1CCCC(=O)C(F)F)=O)=CC=CC2)=O (difluoromethyl 3-phthalimidopropyl ketone). RXN SMILES: C(S[C:4](S(CC)=O)([CH:19]([F:21])[F:20])[CH2:5][CH2:6][CH2:7][N:8]1[C:12](=[O:13])[C:11]2=[CH:14][CH:15]=[CH:16][CH:17]=[C:10]2[C:9]1=[O:18])C.Cl(O)(=O)(=O)=[O:27].O>C(#N)C>[C:12]1(=[O:13])[N:8]([CH2:7][CH2:6][CH2:5][C:4]([CH:19]([F:21])[F:20])=[O:27])[C:9](=[O:18])[C:10]2=[CH:17][CH:16]=[CH:15][CH:14]=[C:11]12. Procedure details: A solution of 10 mmole of [((ethylsulfinyl)methyl)-thio]ethane in 20 ml of tetrahydrofuran is treated with 10 mmole of sodium hydride at 25° C for 2 hours after which 10 mmole of N-(3-bromopropyl)phthalimide in 5 ml of tetrahydrofuran is added. The reaction mixture is stirred overnight at 25° C then quenched with brine and extracted with chloroform. The organic phase is washed with brine, dried over magnesium sulfate and concentrated under reduced pressure. The residue is purified by chromotogra... The product is O=C(NCCc1cccc(Oc2ccccc2)c1)c1ccc(Oc2cc3c(cc2Cl)C(C(=O)O)CCO3)cc1. The reactants are CCO, CCOC(C)=O, CCOC(=O)C1CCOc2cc(Oc3ccc(C(=O)NCCc4cccc(Oc5ccccc5)c4)cc3)c(Cl)cc21, Cl, [Na+], [OH-]. RXN SMILES: [CH3:44][CH2:45][OH:46].[CH3:48][CH2:49][O:50][C:51](=[O:52])[CH3:53].[Cl:1][c:2]1[cH:3][c:4]2[c:9]([cH:10][c:11]1[O:12][c:13]1[cH:14][cH:15][c:16]([C:19]([NH:20][CH2:21][CH2:22][c:23]3[cH:24][c:25]([O:29][c:30]4[cH:31][cH:32][cH:33][cH:34][cH:35]4)[cH:26][cH:27][cH:28]3)=[O:36])[cH:17][cH:18]1)[O:8][CH2:7][CH2:6][CH:5]2[C:37](=[O:38])[O:39][CH2:40][CH3:41].[ClH:47].[Na+:43].[OH-:42]>>[Cl:1][c:2]1[cH:3][c:4]2[c:9]([cH:10][c:11]1[O:12][c:13]1[cH:14][cH:15][c:16]([C:19]([NH:20][CH2:21][CH2:22][c:23]3[cH:24][c:25]([O:29][c:30]4[cH:31][cH:32][cH:33][cH:34][cH:35]4)[cH:26][cH:27][cH:28]3)=[O:36])[cH:17][cH:18]1)[O:8][CH2:7][CH2:6][CH:5]2[C:37](=[O:38])[OH:39].